Task: describe an organic reaction: reactants, conditions, products, and yield. Dataset: the Open Reaction Database (ORD), a public repository of structured organic reaction records Reactants: CC(=O)O, NNS(=O)(=O)c1ccc(Cl)c([N+](=O)[O-])c1, O=C1Nc2ccc(I)cc2C1=O. Yields the product O=C1Nc2ccc(I)cc2C1=NNS(=O)(=O)c1ccc(Cl)c([N+](=O)[O-])c1. As a reaction SMILES: [CH3:28][C:29](=[O:30])[OH:31].[Cl:13][c:14]1[c:15]([N+:25](=[O:26])[O-:27])[cH:16][c:17]([S:20](=[O:21])(=[O:22])[NH:23][NH2:24])[cH:18][cH:19]1.[I:1][c:2]1[cH:3][c:4]2[c:8]([cH:9][cH:10]1)[NH:7][C:6](=[O:11])[C:5]2=[O:12]>>[I:1][c:2]1[cH:3][c:4]2[c:8]([cH:9][cH:10]1)[NH:7][C:6](=[O:11])[C:5]2=[N:24][NH:23][S:20]([c:17]1[cH:16][c:15]([N+:25](=[O:26])[O-:27])[c:14]([Cl:13])[cH:19][cH:18]1)(=[O:21])=[O:22].